Task: describe an organic reaction: reactants, conditions, products, and yield. Dataset: the Open Reaction Database (ORD), a public repository of structured organic reaction records The reactants are compound, ClC1=NC=NC2=CC=C(C=C12)O (4-chloro-6-hydroxy-quinazoline), FC1=C(C=CC=C1S(=O)(=O)C)C (2-fluoro-1-methyl-3-(methylsulfonyl)benzene), NC1=NN(C=C1)C (3-amino-1-methyl-1H-pyrazole). Product: CC1=C(OC=2C=C3C(=NC=NC3=CC2)NC2=NN(C=C2)C)C(=CC=C1)S(=O)(=O)C (6-[2-Methyl-6-(methylsulfonyl)phenoxy]-N-(1-methyl-pyrazol-3-yl)quinazolin-4-yl-amine). As a reaction SMILES: F[C:2]1[C:7]([S:8]([CH3:11])(=[O:10])=[O:9])=[CH:6][CH:5]=[CH:4][C:3]=1[CH3:12].[NH2:13][C:14]1[CH:18]=[CH:17][N:16]([CH3:19])[N:15]=1.Cl[C:21]1[C:30]2[C:25](=[CH:26][CH:27]=[C:28]([OH:31])[CH:29]=2)[N:24]=[CH:23][N:22]=1>>[CH3:12][C:3]1[CH:4]=[CH:5][CH:6]=[C:7]([S:8]([CH3:11])(=[O:10])=[O:9])[C:2]=1[O:31][C:28]1[CH:29]=[C:30]2[C:25](=[CH:26][CH:27]=1)[N:24]=[CH:23][N:22]=[C:21]2[NH:13][C:14]1[CH:18]=[CH:17][N:16]([CH3:19])[N:15]=1. Procedure: The compound of Example 156 was manufactured by the same method as in Example 95, by a similar method thereto or by a combination of such a method with a conventional method using 2-fluoro-1-methyl-3-(methylsulfonyl)benzene, 3-amino-1-methyl-1H-pyrazole and 4-chloro-6-hydroxy-quinazoline. Starting materials: CC(C)O, O=C(O)CCC(=O)c1ccc(-c2ccc(Cl)c(Cl)c2)cc1, NC1CCCCC1. Product: O=C(O)CCCc1ccc(-c2ccc(Cl)c(Cl)c2)cc1. Reaction SMILES: [CH:29]([OH:30])([CH3:31])[CH3:32].[Cl:1][c:2]1[cH:3][c:4](-[c:9]2[cH:10][cH:11][c:12]([C:15]([CH2:16][CH2:17][C:18](=[O:19])[OH:20])=[O:21])[cH:13][cH:14]2)[cH:5][cH:6][c:7]1[Cl:8].[NH2:22][CH:23]1[CH2:24][CH2:25][CH2:26][CH2:27][CH2:28]1>>[Cl:1][c:2]1[cH:3][c:4](-[c:9]2[cH:10][cH:11][c:12]([CH2:15][CH2:16][CH2:17][C:18](=[O:19])[OH:20])[cH:13][cH:14]2)[cH:5][cH:6][c:7]1[Cl:8].